describe an organic reaction: reactants, conditions, products, and yield From a dataset of the Open Reaction Database (ORD), a public repository of structured organic reaction records. As a reaction SMILES: [NH2:1][c:2]1[cH:3][c:4]2[cH:5][c:6]([Br:13])[cH:7][n:8][c:9]2[c:10]([CH3:12])[cH:11]1.[OH2:14].[P:15](=[O:16])([OH:17])([OH:18])[OH:19]>>[c:2]1([OH:14])[cH:3][c:4]2[cH:5][c:6]([Br:13])[cH:7][n:8][c:9]2[c:10]([CH3:12])[cH:11]1. Yields the product Cc1cc(O)cc2cc(Br)cnc12. Starting materials: Cc1cc(N)cc2cc(Br)cnc12, O, O=P(O)(O)O.